This data is from the Open Reaction Database (ORD), a public repository of structured organic reaction records. The task is: describe an organic reaction: reactants, conditions, products, and yield Starting materials: CCOC(=O)C1CCc2cc(Cl)ccc2C1=O, CCOC(=O)C1CCc2ccccc2C1=O, O=C(CCCCCC1CCc2cc(Cl)ccc2C1=O)NO. The product is O=C(CCCCCC1CCc2ccccc2C1=O)NO. RXN SMILES: [CH2:17]([O:18][C:19]([CH:20]1[CH2:21][CH2:22][c:23]2[c:24]([cH:25][cH:26][c:27]([Cl:28])[cH:29]2)[C:30]1=[O:31])=[O:32])[CH3:33].[CH2:1]([O:2][C:3]([CH:4]1[CH2:5][CH2:6][c:7]2[c:8]([cH:9][cH:10][cH:11][cH:12]2)[C:13]1=[O:14])=[O:15])[CH3:16].[OH:34][NH:35][C:36]([CH2:37][CH2:38][CH2:39][CH2:40][CH2:41][CH:42]1[C:43](=[O:53])[c:44]2[cH:45][cH:46][c:47]([Cl:52])[cH:48][c:49]2[CH2:50][CH2:51]1)=[O:54]>>[OH:34][NH:35][C:36]([CH2:37][CH2:38][CH2:39][CH2:40][CH2:41][CH:42]1[C:43](=[O:53])[c:44]2[cH:45][cH:46][cH:47][cH:48][c:49]2[CH2:50][CH2:51]1)=[O:54].